This data is from the Open Reaction Database (ORD), a public repository of structured organic reaction records. The task is: describe an organic reaction: reactants, conditions, products, and yield Starting materials: CC(C)(C)OC(=O)c1ccc(Br)cc1Nc1ccc(F)cc1, O=C([O-])[O-], Cc1ccccc1, COCCOC, [K+], [K+], O, c1ccc(P(c2ccccc2)(c2ccccc2)[Pd](P(c2ccccc2)(c2ccccc2)c2ccccc2)(P(c2ccccc2)(c2ccccc2)c2ccccc2)P(c2ccccc2)(c2ccccc2)c2ccccc2)cc1. Yields the product C=Cc1ccc(C(=O)OC(C)(C)C)c(Nc2ccc(F)cc2)c1. RXN SMILES: [Br:7][c:8]1[cH:9][c:10]([NH:21][c:22]2[cH:23][cH:24][c:25]([F:28])[cH:26][cH:27]2)[c:11]([C:12](=[O:13])[O:14][C:15]([CH3:16])([CH3:17])[CH3:18])[cH:19][cH:20]1.[C:29](=[O:30])([O-:31])[O-:32].[CH3:113][c:114]1[cH:115][cH:116][cH:117][cH:118][cH:119]1.[CH3:1][O:2][CH2:3][CH2:4][O:5][CH3:6].[K+:33].[K+:34].[OH2:112].[cH:35]1[cH:36][cH:37][c:38]([P:39]([Pd:40]([P:41]([c:42]2[cH:43][cH:44][cH:45][cH:46][cH:47]2)([c:48]2[cH:49][cH:50][cH:51][cH:52][cH:53]2)[c:54]2[cH:55][cH:56][cH:57][cH:58][cH:59]2)([P:60]([c:61]2[cH:62][cH:63][cH:64][cH:65][cH:66]2)([c:67]2[cH:68][cH:69][cH:70][cH:71][cH:72]2)[c:73]2[cH:74][cH:75][cH:76][cH:77][cH:78]2)[P:79]([c:80]2[cH:81][cH:82][cH:83][cH:84][cH:85]2)([c:86]2[cH:87][cH:88][cH:89][cH:90][cH:91]2)[c:92]2[cH:93][cH:94][cH:95][cH:96][cH:97]2)([c:98]2[cH:99][cH:100][cH:101][cH:102][cH:103]2)[c:104]2[cH:105][cH:106][cH:107][cH:108][cH:109]2)[cH:110][cH:111]1>>[CH:3](=[CH2:4])[c:8]1[cH:9][c:10]([NH:21][c:22]2[cH:23][cH:24][c:25]([F:28])[cH:26][cH:27]2)[c:11]([C:12](=[O:13])[O:14][C:15]([CH3:16])([CH3:17])[CH3:18])[cH:19][cH:20]1. The reactants are ClCC1=NC2=CC=CC=C2C=C1 (2-chloromethyl quinoline), FC(CCCC(=O)C=1C=C(C=CC1)O)(F)F (3-(5,5,5-trifluoropentanoyl)phenol), C([O-])([O-])=O.[K+].[K+] (potassium carbonate), [I-].[K+] (potassium iodide). The solvent is CC(=O)C (acetone). Product: FC(CCCC(=O)C=1C=C(OCC2=NC3=CC=CC=C3C=C2)C=CC1)(F)F (2-(3-(5,5,5-Trifluoropentanoyl)phenoxymethyl) quinoline). The yield is 62.0%. RXN SMILES: Cl[CH2:2][C:3]1[CH:12]=[CH:11][C:10]2[C:5](=[CH:6][CH:7]=[CH:8][CH:9]=2)[N:4]=1.[F:13][C:14]([F:28])([F:27])[CH2:15][CH2:16][CH2:17][C:18]([C:20]1[CH:21]=[C:22]([OH:26])[CH:23]=[CH:24][CH:25]=1)=[O:19].C(=O)([O-])[O-].[K+].[K+].[I-].[K+]>CC(C)=O>[F:13][C:14]([F:27])([F:28])[CH2:15][CH2:16][CH2:17][C:18]([C:20]1[CH:21]=[C:22]([CH:23]=[CH:24][CH:25]=1)[O:26][CH2:2][C:3]1[CH:12]=[CH:11][C:10]2[C:5](=[CH:6][CH:7]=[CH:8][CH:9]=2)[N:4]=1)=[O:19] |f:2.3.4,5.6|. Procedure details: This material was synthesized by refluxing a mixture of 2-chloromethyl quinoline (2.6 g, 14.5 mmol), 3-(5,5,5-trifluoropentanoyl)phenol (3.7 g, 15.9 mmol), powdered potassium carbonate (6.0 g, 43.5 mmol) and a catalytic amount of potassium iodide (0.1 g) in dry acetone (50 ml) for 14 hours. After this period, the mixture was filtered, and the filtrate was concentrated. The residue was dissolved in ether, and the ethereal solution was washed with brine, dried over MgSO4, and then concentrated in ... The reactants are C(C1=CC=CC=C1)OC(=O)N1C[C@H]([C@@H](CC1)N=[N+]=[N-])OC ((rac)-(3R,4R)-4-azido-3-methoxy-piperidine-1-carboxylic acid benzyl ester), [Cl-].[NH4+] (ammonium chloride), O1C(CCC1)CO (tetrahydrofuran-methanol). Reagents/catalysts: [Zn] (zinc). Run at time 2 hour. Yields the product C(C1=CC=CC=C1)OC(=O)N1C[C@H]([C@@H](CC1)N)OC ((rac)-(3R,4R)-4-amino-3-methoxy-piperidine-1-carboxylic acid benzyl ester). Yield: 62.2%. RXN SMILES: [CH2:1]([O:8][C:9]([N:11]1[CH2:16][CH2:15][C@@H:14]([N:17]=[N+]=[N-])[C@H:13]([O:20][CH3:21])[CH2:12]1)=[O:10])[C:2]1[CH:7]=[CH:6][CH:5]=[CH:4][CH:3]=1.[Cl-].[NH4+].O1CCCC1CO>[Zn]>[CH2:1]([O:8][C:9]([N:11]1[CH2:16][CH2:15][C@@H:14]([NH2:17])[C@H:13]([O:20][CH3:21])[CH2:12]1)=[O:10])[C:2]1[CH:7]=[CH:6][CH:5]=[CH:4][CH:3]=1 |f:1.2|. Reported procedure: A mixture of 0.123 g (0.42 mmole) of (rac)-(3R,4R)-4-azido-3-methoxy-piperidine-1-carboxylic acid benzyl ester, 0.105 g (0.39 mg-atom) of zinc, 0.20 g of ammonium chloride and 4 mL of tetrahydrofuran-methanol (1:1) was stirred at room temperature for 2 hours and then filtered through a Celite pad, washing with 25 mL of water and 25 mL of tetrahydrofuran. The combined filtrates were made strongly acidic with hydrochloric acid and extracted twice with 25 mL of ethyl acetate. The aqueous layer was ... The reactants are BrCC(=O)OCC (ethyl bromoacetate), CN(C=NC=1SC(=CN1)C)C (N,N-dimethyl-N′-(5-methyl-thiazol-2-yl)-formamidine). Yields the product [Br-].CN(C)C=NC=1SC(=C[N+]1CC(=O)OCC)C (2-(Dimethylamino-methyleneamino)-3-ethoxycarbonylmethyl-5-methyl-thiazol-3-ium Bromide). Reaction SMILES: [Br:1][CH2:2][C:3]([O:5][CH2:6][CH3:7])=[O:4].[CH3:8][N:9]([CH3:18])[CH:10]=[N:11][C:12]1[S:13][C:14]([CH3:17])=[CH:15][N:16]=1>>[Br-:1].[CH3:18][N:9]([CH:10]=[N:11][C:12]1[S:13][C:14]([CH3:17])=[CH:15][N+:16]=1[CH2:2][C:3]([O:5][CH2:6][CH3:7])=[O:4])[CH3:8] |f:2.3|. Procedure details: prepared by reaction of ethyl bromoacetate with N,N-dimethyl-N′-(5-methyl-thiazol-2-yl)-formamidine. LC-MS: tR=0.63 min; [M+H]+=256.2. Starting materials: OC(CCNC(OC(C)(C)C)=O)C (tert-butyl (3-hydroxybutyl)carbamate), C(C)(=O)OCC (Ethyl acetate), S(=O)(Cl)Cl (thionyl chloride), N1=CC=CC=C1 (pyridine). The reagents and catalysts are CN(C)C=1C=CN=CC1 (DMAP). Run in C(C)#N (acetonitrile), C(C)#N (acetonitrile). Run at time 1.5 hour. The product is CC1CCN(S(O1)=O)C(=O)OC(C)(C)C (tert-Butyl 6-methyl-1,2,3-oxathiazinane-3-carboxylate 2-oxide). Yield: 95.6%. As a reaction SMILES: [S:1](Cl)(Cl)=[O:2].[OH:5][CH:6]([CH3:17])[CH2:7][CH2:8][NH:9][C:10](=[O:16])[O:11][C:12]([CH3:15])([CH3:14])[CH3:13].N1C=CC=CC=1.C(OCC)(=O)C>C(#N)C.CN(C1C=CN=CC=1)C>[CH3:17][CH:6]1[O:5][S:1](=[O:2])[N:9]([C:10]([O:11][C:12]([CH3:13])([CH3:15])[CH3:14])=[O:16])[CH2:8][CH2:7]1. Reported procedure: A stirred solution of thionyl chloride (2.0 mL, 27.9 mmol) in acetonitrile (15 mL) is cooled down to −45° C. and a solution of tert-butyl (3-hydroxybutyl)carbamate (2.1 g, 11.2 mmol) in acetonitrile (20 mL) is added by syringe over about 10 min, keeping the internal temperature below −40° C. Then DMAP (136 mg, 1.1 mmol) is added followed by the dropwise addition of pyridine (4.5 mL, 55.8 mmol) by syringe, keeping the temperature below −40° C. The addition takes 1.5 h. Ethyl acetate (50 mL) is ad... The reactants are NC=1SC=C(N1)C(C(=O)OCC)=NOCCOC(C1=CC=CC=C1)=O (ethyl 2-(2-aminothiazol-4-yl)-2-(2-benzoyloxyethoxyimino)acetate), CO (methanol), O1CCCC1 (tetrahydrofuran). Run in [OH-].[Na+] (sodium hydroxide). Run at temperature 40 celsius, time 9 hour. Yields the product NC=1SC=C(N1)C(C(=O)O)=NOCCO (2-(2-aminothiazol-4-yl)-2-(2-hydroxyethoxyimino)acetic acid). Yield: 61.0%. As a reaction SMILES: [NH2:1][C:2]1[S:3][CH:4]=[C:5]([C:7](=[N:13][O:14][CH2:15][CH2:16][O:17]C(=O)C2C=CC=CC=2)[C:8]([O:10]CC)=[O:9])[N:6]=1.CO.O1CCCC1>[OH-].[Na+]>[NH2:1][C:2]1[S:3][CH:4]=[C:5]([C:7](=[N:13][O:14][CH2:15][CH2:16][OH:17])[C:8]([OH:10])=[O:9])[N:6]=1 |f:3.4|. Procedure details: A solution of ethyl 2-(2-aminothiazol-4-yl)-2-(2-benzoyloxyethoxyimino)acetate (syn isomer, 8.5 g.) in a mixture of 1 N aqueous sodium hydroxide (35 ml.), methanol (40 ml.) and tetrahydrofuran (40 ml.) was stirred at 40° C. for 9 hrs. and at room temperature for 12 hrs. The reaction mixture was treated in a conventional manner to give 2-(2-aminothiazol-4-yl)-2-(2-hydroxyethoxyimino)acetic acid (syn isomer, 3.3 g.). Product: CC(=O)N1CCN(c2cc(N3CCOC3=O)ccc2C(=O)N2CCN(c3ncc(C)cc3C)CC2)C1=O. Reactants: CC(=O)N1CCN(c2cc(Cl)ccc2C(=O)N2CCN(c3ncc(C)cc3C)CC2)C1=O, O=C1NCCO1. Reaction SMILES: [C:1]([CH3:2])(=[O:3])[N:4]1[C:5](=[O:32])[N:6]([c:9]2[c:10]([C:16](=[O:17])[N:18]3[CH2:19][CH2:20][N:21]([c:24]4[n:25][cH:26][c:27]([CH3:31])[cH:28][c:29]4[CH3:30])[CH2:22][CH2:23]3)[cH:11][cH:12][c:13]([Cl:15])[cH:14]2)[CH2:7][CH2:8]1.[O:33]1[C:34](=[O:38])[NH:35][CH2:36][CH2:37]1>>[C:1]([CH3:2])(=[O:3])[N:4]1[C:5](=[O:32])[N:6]([c:9]2[c:10]([C:16](=[O:17])[N:18]3[CH2:19][CH2:20][N:21]([c:24]4[n:25][cH:26][c:27]([CH3:31])[cH:28][c:29]4[CH3:30])[CH2:22][CH2:23]3)[cH:11][cH:12][c:13]([N:35]3[C:34](=[O:38])[O:33][CH2:37][CH2:36]3)[cH:14]2)[CH2:7][CH2:8]1. The solvent is C(Cl)Cl (CH2Cl2). The reactants are piperidinomethyl polystyrene resin, C(CCC)N1C(N(C(C2=C1C=NN2)=O)CCCC)=O (4,6-dibutyl-1,4-dihydro-pyrazolo[4,3-d]pyrimidine-5,7-dione), C(Cl)Cl.CCOC(=O)C (CH2Cl2 EtOAc), C(CC)S(=O)(=O)Cl (propanesulfonyl chloride). RXN SMILES: [CH2:1]([N:5]1[C:10]2[CH:11]=[N:12][NH:13][C:9]=2[C:8](=[O:14])[N:7]([CH2:15][CH2:16][CH2:17][CH3:18])[C:6]1=[O:19])[CH2:2][CH2:3][CH3:4].[CH2:20]([S:23](Cl)(=[O:25])=[O:24])[CH2:21][CH3:22].C(Cl)Cl.CCOC(C)=O>C(Cl)Cl>[CH2:1]([N:5]1[C:10]2[CH:11]=[N:12][N:13]([S:23]([CH2:20][CH2:21][CH3:22])(=[O:25])=[O:24])[C:9]=2[C:8](=[O:14])[N:7]([CH2:15][CH2:16][CH2:17][CH3:18])[C:6]1=[O:19])[CH2:2][CH2:3][CH3:4] |f:2.3|. Procedure details: To 500 mg (2.6-2.8 mmol/g resin) of piperidinomethyl polystyrene resin in 25 mL CH2Cl2 was added 280 mg (1.06 mmol) of 4,6-dibutyl-1,4-dihydro-pyrazolo[4,3-d]pyrimidine-5,7-dione followed by 166 mg (1.17 mmol) of propanesulfonyl chloride. The resulting solution was stirred at 23° C. for 3 h after which time TLC showed that all starting material (4/1 CH2Cl2 /EtOAc; Rf =0.15) had been consumed. The reaction mixture was filtered, the filtered cake washed with 3×5 mL CH2Cl2, and the combined organic... Isolated yield 92.0%. The product is C(CCC)N1C(N(C(C2=C1C=NN2S(=O)(=O)CCC)=O)CCCC)=O (4,6-Dibutyl-1-(propane-1-sulfonyl)-1,4-dihydro-pyrazolo[4,3-d]pyrimidine-5,7-dione). Reaction conditions: temperature 23 celsius, time 3 hour.